describe an organic reaction: reactants, conditions, products, and yield From a dataset of the Open Reaction Database (ORD), a public repository of structured organic reaction records. Reactants: Cu, BrBr (bromine), Cu(NO3)2, C(C)(C)(C)C1=CC=C(C=C1)C (p-tert.butyltoluene). Yields the product C(C)(C)(C)C1=CC=C(CBr)C=C1 (p-tert.butylbenzyl bromide). As a reaction SMILES: [C:1]([C:5]1[CH:10]=[CH:9][C:8]([CH3:11])=[CH:7][CH:6]=1)([CH3:4])([CH3:3])[CH3:2].[Br:12]Br>>[C:1]([C:5]1[CH:6]=[CH:7][C:8]([CH2:11][Br:12])=[CH:9][CH:10]=1)([CH3:4])([CH3:3])[CH3:2]. Procedure: In another known process in which a Cu salt is likewise used, i.e. Cu(NO3)2, p-tert.butyltoluene is the starting material, which is first reacted with an approximately equivalent amount of bromine to give p-tert.butylbenzyl bromide which is then boiled for a prolonged period of time in combination with a Cu(NO3)2 solution. p-tert.Butylbenzaldehyde is obtained in this manner in a yield of about 42% of the theory (cf. J. Chem. Soc., 1935, page 1848). Reactants: CC(C(=O)[O-])C1CC(c2ccc(C(F)(F)F)cc2)N(Cc2ccc(C(F)(F)F)cc2)C1, CO, [Na+], [OH-]. Product: O=C(O)CC1CC(c2ccc(C(F)(F)F)cc2)N(Cc2ccc(C(F)(F)F)cc2)C1. As a reaction SMILES: [CH3:1][CH:2]([C:3](=[O:4])[O-:5])[CH:6]1[CH2:7][N:8]([CH2:21][c:22]2[cH:23][cH:24][c:25]([C:28]([F:29])([F:30])[F:31])[cH:26][cH:27]2)[CH:9]([c:11]2[cH:12][cH:13][c:14]([C:17]([F:18])([F:19])[F:20])[cH:15][cH:16]2)[CH2:10]1.[CH3:34][OH:35].[Na+:33].[OH-:32]>>[CH2:2]([C:3](=[O:4])[OH:5])[CH:6]1[CH2:7][N:8]([CH2:21][c:22]2[cH:23][cH:24][c:25]([C:28]([F:29])([F:30])[F:31])[cH:26][cH:27]2)[CH:9]([c:11]2[cH:12][cH:13][c:14]([C:17]([F:18])([F:19])[F:20])[cH:15][cH:16]2)[CH2:10]1. Starting materials: [OH-].[Na+] (sodium hydroxide), C([O-])(O)=O.[Na+] (sodium bicarbonate), [Si](C)(C)(C(C)(C)C)OCCC1=CC(=NC=C1)C#N (4-(tert-butyl-dimethylsilyloxyethyl)-2-cyanopyridine), [Na] (sodium), C(C)O (ethanol), Cl (hydrochloric acid). Reaction conditions: time 16 hour. Yields the product OCCC1=CC(=NC=C1)C(=O)OCC (ethyl 4-(2-hydroxyethyl)-pyridine-2-carboxylate). As a reaction SMILES: [Si]([O:8][CH2:9][CH2:10][C:11]1[CH:16]=[CH:15][N:14]=[C:13]([C:17]#N)[CH:12]=1)(C(C)(C)C)(C)C.[Na].Cl.[OH-].[Na+].C(=O)(O)[O-:24].[Na+].[CH2:28]([OH:30])[CH3:29]>>[OH:8][CH2:9][CH2:10][C:11]1[CH:16]=[CH:15][N:14]=[C:13]([C:17]([O:30][CH2:28][CH3:29])=[O:24])[CH:12]=1 |f:3.4,5.6,^1:18|. Reported procedure: A solution of 22.2 g of 4-(tert-butyl-dimethylsilyloxyethyl)-2-cyanopyridine in 220 ml anhydrous ethanol containing 0.19 g of sodium is stirred at room temperature for 24 hours. The solution is then cooled to 0° and 22 ml of 6N hydrochloric acid added. The solution is stirred at room temperature for 16 hours, cooled to 0° and 7.5 ml 6N sodium hydroxide added followed by 75 ml saturated aqueous sodium bicarbonate. Extraction with methylene chloride and flash chromatography using ethyl acetate yie... Starting materials: ClC=1C=C(C=CC1OCC1=CC(=CC=C1)F)NC1=NC=NC2=CC=C(C=C12)C=O (4-(3-chloro-4-(3-fluorobenzyloxy)phenylamino)-6-formylquinazoline), Cl.NN1CCCC1 (1-amino-pyrrolidine hydrochloride), C([O-])(O)=O.[Na+] (sodium bicarbonate). Run in O1CCCC1 (tetrahydrofuran), O (water). Product: ClC=1C=C(C=CC1OCC1=CC(=CC=C1)F)NC1=NC=NC2=CC=C(C=C12)C=NN1CCCC1 (4-(3-chloro-4-(3-fluorobenzyloxy)phenylamino)-6-(pyrrolidin-1-yliminomethyl)quinazoline). Isolated yield 81.4%. Reaction SMILES: [Cl:1][C:2]1[CH:3]=[C:4]([NH:17][C:18]2[C:27]3[C:22](=[CH:23][CH:24]=[C:25]([CH:28]=O)[CH:26]=3)[N:21]=[CH:20][N:19]=2)[CH:5]=[CH:6][C:7]=1[O:8][CH2:9][C:10]1[CH:15]=[CH:14][CH:13]=[C:12]([F:16])[CH:11]=1.Cl.[NH2:31][N:32]1[CH2:36][CH2:35][CH2:34][CH2:33]1.C(=O)(O)[O-].[Na+]>O1CCCC1.O>[Cl:1][C:2]1[CH:3]=[C:4]([NH:17][C:18]2[C:27]3[C:22](=[CH:23][CH:24]=[C:25]([CH:28]=[N:31][N:32]4[CH2:36][CH2:35][CH2:34][CH2:33]4)[CH:26]=3)[N:21]=[CH:20][N:19]=2)[CH:5]=[CH:6][C:7]=1[O:8][CH2:9][C:10]1[CH:15]=[CH:14][CH:13]=[C:12]([F:16])[CH:11]=1 |f:1.2,3.4|. Reported procedure: In a mixture of 1 mL of tetrahydrofuran and 0.1 mL of water were dissolved 40 mg of 4-(3-chloro-4-(3-fluorobenzyloxy)phenylamino)-6-formylquinazoline (IV-1) and 13 mg of 1-amino-pyrrolidine hydrochloride, followed by a reaction at room temperature overnight. After the reaction, aqueous saturated sodium bicarbonate solution was added, followed by extraction with ethyl acetate. The organic layer was dehydrated by passing through Presep (registered trademark), and the filtrate was concentrated. The...